From a dataset of the Open Reaction Database (ORD), a public repository of structured organic reaction records. describe an organic reaction: reactants, conditions, products, and yield The reactants are Cl.COC([C@@H](NC([C@H](NC)CC1=CC=CC=C1)=O)CC1=CNC2=CC=CC=C12)=O (N-methyl-(D)-phenylalanyl-(L)-tryptophan methyl ester hydrochloride), COC1=C(C(=O)O)C=CC=C1 (2-methoxybenzoic acid), methyl ester. The product is COC1=C(C(=O)N([C@H](CC2=CC=CC=C2)C(=O)N[C@@H](CC2=CNC3=CC=CC=C23)C(=O)O)C)C=CC=C1 (N-(2-methoxybenzoyl)-N-methyl-(D)-phenylalanyl-(L)-tryptophan). RXN SMILES: Cl.C[O:3][C:4](=[O:29])[C@H:5]([CH2:19][C:20]1[C:28]2[C:23](=[CH:24][CH:25]=[CH:26][CH:27]=2)[NH:22][CH:21]=1)[NH:6][C:7](=[O:18])[C@@H:8]([CH2:11][C:12]1[CH:17]=[CH:16][CH:15]=[CH:14][CH:13]=1)[NH:9][CH3:10].[CH3:30][O:31][C:32]1[CH:40]=[CH:39][CH:38]=[CH:37][C:33]=1[C:34]([OH:36])=O>>[CH3:30][O:31][C:32]1[CH:40]=[CH:39][CH:38]=[CH:37][C:33]=1[C:34]([N:9]([CH3:10])[C@@H:8]([C:7]([NH:6][C@H:5]([C:4]([OH:29])=[O:3])[CH2:19][C:20]1[C:28]2[C:23](=[CH:24][CH:25]=[CH:26][CH:27]=2)[NH:22][CH:21]=1)=[O:18])[CH2:11][C:12]1[CH:13]=[CH:14][CH:15]=[CH:16][CH:17]=1)=[O:36] |f:0.1|. Reported procedure: Coupling of N-methyl-(D)-phenylalanyl-(L)-tryptophan methyl ester hydrochloride (see example 1) with 2-methoxybenzoic acid according to example 12 followed by hydrolysis of the methyl ester moiety according to example 1 gives N-(2-methoxybenzoyl)-N-methyl-(D)-phenylalanyl-(L)-tryptophan; FAB-MS m/e 498 (M-H)-. Starting materials: COC(=O)C1=NC=C(C=C1)SCCCC (5-n-butylmercapto-pyridine-2-carboxylic acid methyl ester), ClC1=CC(=CC=C1)C(=O)OO (m-chloroperbenzoic acid). Solvent: C(Cl)Cl (methylene chloride), C(Cl)Cl (methylene chloride). Conditions: time 15 minute. Yields the product COC(=O)C1=NC=C(C=C1)S(=O)CCCC (5-n-butylsulfinylpyridine-2-carboxylic acid methyl ester). Reaction SMILES: [CH3:1][O:2][C:3]([C:5]1[CH:10]=[CH:9][C:8]([S:11][CH2:12][CH2:13][CH2:14][CH3:15])=[CH:7][N:6]=1)=[O:4].ClC1C=CC=C(C(OO)=[O:24])C=1>C(Cl)Cl>[CH3:1][O:2][C:3]([C:5]1[CH:10]=[CH:9][C:8]([S:11]([CH2:12][CH2:13][CH2:14][CH3:15])=[O:24])=[CH:7][N:6]=1)=[O:4]. Procedure details: To the stirred solution of 6.5 g of 5-n-butylmercapto-pyridine-2-carboxylic acid methyl ester in 200 ml of methylene chloride, the solution of 5.7 g of m-chloroperbenzoic acid in 100 ml of methylene chloride is added during 15 minutes while cooling with ice. It is stirred another 15 minutes and allowed to stand at room temperature overnight. It is washed with 10% aqueous sodium bicarbonate and water, dried and evaporated. The residue is recrystallized from benzene-hexane (1:1), to yield the 5-n-... Starting materials: Cl.CN1C=C(C2=CC=CC=C12)C1CCNCC1 (4-(1-methyl-[1H]-indol-3-yl)-piperidine hydrochloride), 2,3-dihydro-2-oxiranyl-1,4-benzodioxin, C1(O)=CC=C(O)C=C1 (hydroquinone), C1=CC=CC=C1 (benzene), CO (methanol), CCOCC (ether). Reaction conditions: time 2 hour. Product: O1C(COC2=C1C=CC=C2)C(CN2CCC(CC2)C2=CN(C1=CC=CC=C21)C)O (α-(2,3-dihydro-1,4-benzodioxin-2-yl)-4-(1-methyl-[1H]-indol-3-yl)-1-piperidine-ethanol). RXN SMILES: Cl.[CH3:2][N:3]1[C:11]2[C:6](=[CH:7][CH:8]=[CH:9][CH:10]=2)[C:5]([CH:12]2[CH2:17][CH2:16][NH:15][CH2:14][CH2:13]2)=[CH:4]1.[C:18]1([CH:25]=[CH:24][C:22]([OH:23])=[CH:21][CH:20]=1)O.[CH:26]1[CH:31]=CC=CC=1.C[OH:33].CC[O:36][CH2:37][CH3:38]>>[O:33]1[C:21]2[CH:20]=[CH:18][CH:25]=[CH:24][C:22]=2[O:23][CH2:26][CH:31]1[CH:37]([OH:36])[CH2:38][N:15]1[CH2:16][CH2:17][CH:12]([C:5]2[C:6]3[C:11](=[CH:10][CH:9]=[CH:8][CH:7]=3)[N:3]([CH3:2])[CH:4]=2)[CH2:13][CH2:14]1 |f:0.1|. Procedure: A mixture of 12.5 g of 4-(1-methyl-[1H]-indol-3-yl)-piperidine hydrochloride, 10.7 g of 2,3-dihydro-2-oxiranyl-1,4-benzodioxin, 0.1 g of hydroquinone, 120 ml of benzene and 20 ml of methanol was refluxed with stirring under nitrogen for 2 hours and was then cooled and poured into 200 ml of ether to effect crystallization. The mixture was treated with 100 ml of aqueous 5% sodium bicarbonate solution and the organic phase was decanted. The aqueous phase was extracted with methylene chloride and th... Starting materials: O=c1n(Cc2ccc(C(F)(F)F)nc2CO)nc2c(-c3ccncc3)c(-c3ccc(Cl)cc3)ccn12, [H-], CI, [Na+], CN(C)C=O. Product: COCc1nc(C(F)(F)F)ccc1Cn1nc2c(-c3ccncc3)c(-c3ccc(Cl)cc3)ccn2c1=O. As a reaction SMILES: [Cl:1][c:2]1[cH:3][cH:4][c:5](-[c:8]2[c:9](-[c:31]3[cH:32][cH:33][n:34][cH:35][cH:36]3)[c:10]3[n:11]([cH:12][cH:13]2)[c:14](=[O:30])[n:15]([CH2:17][c:18]2[c:19]([CH2:28][OH:29])[n:20][c:21]([C:24]([F:25])([F:26])[F:27])[cH:22][cH:23]2)[n:16]3)[cH:6][cH:7]1.[H-:37].[I:39][CH3:40].[Na+:38].[O:41]=[CH:42][N:43]([CH3:44])[CH3:45]>>[Cl:1][c:2]1[cH:3][cH:4][c:5](-[c:8]2[c:9](-[c:31]3[cH:32][cH:33][n:34][cH:35][cH:36]3)[c:10]3[n:11]([cH:12][cH:13]2)[c:14](=[O:30])[n:15]([CH2:17][c:18]2[c:19]([CH2:28][O:29][CH3:40])[n:20][c:21]([C:24]([F:25])([F:26])[F:27])[cH:22][cH:23]2)[n:16]3)[cH:6][cH:7]1. Reactants: ClC1=NC(=NC(=C1)N1C=NC(=C1)C)N[C@@H](C)C1=CC=C(C=C1)F ((S)-4-chloro-N-[1-(4-fluorophenyl)ethyl]-6-(4-methyl-1H-imidazol-1-yl)pyrimidine-2-amine), NC1=NC=CN=C1 (2-aminopyrazine), C1(CCCCC1)P(C1=C(C=CC=C1)C1=C(C=C(C=C1C(C)C)C(C)C)C(C)C)C1CCCCC1 (2-dicyclohexylphosphino-2′,4′,6′-triisopropylbiphenyl), CC(C)([O-])C.[Na+] (sodium t-butoxide). Reagents/catalysts: C=1C=CC(=CC1)/C=C/C(=O)/C=C/C2=CC=CC=C2.C=1C=CC(=CC1)/C=C/C(=O)/C=C/C2=CC=CC=C2.C=1C=CC(=CC1)/C=C/C(=O)/C=C/C2=CC=CC=C2.[Pd].[Pd] (tris(dibenzylideneacetone)dipalladium). Run in C(C)(=O)OCC (ethyl acetate), C1(=CC=CC=C1)C (toluene). Run at temperature 100 celsius, time 2 hour. Yields the product FC1=CC=C(C=C1)[C@H](C)NC1=NC(=CC(=N1)NC1=NC=CN=C1)N1C=NC(=C1)C ((S)—N2-[1-(4-fluorophenyl)ethyl]-6-(4-methyl-1H-imidazol-1-yl)-N4-(pyrazin-2-yl)pyrimidine-2,4-diamine). Isolated yield 97.7%. Reaction SMILES: Cl[C:2]1[CH:7]=[C:6]([N:8]2[CH:12]=[C:11]([CH3:13])[N:10]=[CH:9]2)[N:5]=[C:4]([NH:14][C@H:15]([C:17]2[CH:22]=[CH:21][C:20]([F:23])=[CH:19][CH:18]=2)[CH3:16])[N:3]=1.[NH2:24][C:25]1[CH:30]=[N:29][CH:28]=[CH:27][N:26]=1.C1(P(C2CCCCC2)C2C=CC=CC=2C2C(C(C)C)=CC(C(C)C)=CC=2C(C)C)CCCCC1.CC(C)([O-])C.[Na+]>C(OCC)(=O)C.C1C=CC(/C=C/C(/C=C/C2C=CC=CC=2)=O)=CC=1.C1C=CC(/C=C/C(/C=C/C2C=CC=CC=2)=O)=CC=1.C1C=CC(/C=C/C(/C=C/C2C=CC=CC=2)=O)=CC=1.[Pd].[Pd].C1(C)C=CC=CC=1>[F:23][C:20]1[CH:21]=[CH:22][C:17]([C@@H:15]([NH:14][C:4]2[N:3]=[C:2]([NH:24][C:25]3[CH:30]=[N:29][CH:28]=[CH:27][N:26]=3)[CH:7]=[C:6]([N:8]3[CH:12]=[C:11]([CH3:13])[N:10]=[CH:9]3)[N:5]=2)[CH3:16])=[CH:18][CH:19]=1 |f:3.4,6.7.8.9.10|. Procedure: 60 mg of (S)-4-chloro-N-[1-(4-fluorophenyl)ethyl]-6-(4-methyl-1H-imidazol-1-yl)pyrimidine-2-amine, 19 mg of 2-aminopyrazine, 17 mg of 2-dicyclohexylphosphino-2′,4′,6′-triisopropylbiphenyl, 35 mg of sodium t-butoxide and 9 mg of tris(dibenzylideneacetone)dipalladium were added in turn to 2 ml of degassed toluene, and the mixture was stirred at 100° C. for 2 hours under argon atmosphere. The reaction solution was diluted with ethyl acetate. The solution was washed in turn with water and brine and ... The reactants are C(C1=CC=CC=C1)OC([C@H](CC1=CC=C(C=C1)C1=CC=CC=C1)NCP(=O)(OC1=CC=CC=C1)OC1=CC=CC=C1)=O ((S)-3-(Biphenyl-4-yl)-2-[(diphenylphosphonomethyl)-amino]-propionic acid benzyl ester), [H][H] (hydrogen). The reagents and catalysts are [Pd] (palladium on carbon). Run in C(C)(=O)OCC (ethyl acetate). Product: C1(=CC=C(C=C1)C[C@@H](C(=O)O)NCP(=O)(OC1=CC=CC=C1)OC1=CC=CC=C1)C1=CC=CC=C1 ((S)-3-(biphenyl-4-yl)-2-[(diphenylphosphonomethyl)-amino]-propionic acid). As a reaction SMILES: C([O:8][C:9](=[O:42])[C@@H:10]([NH:24][CH2:25][P:26]([O:35][C:36]1[CH:41]=[CH:40][CH:39]=[CH:38][CH:37]=1)([O:28][C:29]1[CH:34]=[CH:33][CH:32]=[CH:31][CH:30]=1)=[O:27])[CH2:11][C:12]1[CH:17]=[CH:16][C:15]([C:18]2[CH:23]=[CH:22][CH:21]=[CH:20][CH:19]=2)=[CH:14][CH:13]=1)C1C=CC=CC=1.[H][H]>C(OCC)(=O)C.[Pd]>[C:15]1([C:18]2[CH:23]=[CH:22][CH:21]=[CH:20][CH:19]=2)[CH:14]=[CH:13][C:12]([CH2:11][C@H:10]([NH:24][CH2:25][P:26]([O:28][C:29]2[CH:30]=[CH:31][CH:32]=[CH:33][CH:34]=2)([O:35][C:36]2[CH:41]=[CH:40][CH:39]=[CH:38][CH:37]=2)=[O:27])[C:9]([OH:42])=[O:8])=[CH:17][CH:16]=1. Procedure: (S)-3-(Biphenyl-4-yl)-2-[(diphenylphosphonomethyl)-amino]-propionic acid benzyl ester (0.8 g, 1.38 mmol) is dissolved in ethyl acetate (25 mL) and treated with hydrogen (50 lbs) in a Parr apparatus in the presence of 10% palladium on carbon (0.8 g). After uptake of 1 mole, the catalyst is filtered off and the solvent is evaporated in vacuo. The solid residue is recrystallized at 0° from ethyl acetate/hexane. After being dried under high vacuum at 50°, (S)-3-(biphenyl-4-yl)-2-[(diphenylphosphonom... The reactants are CC(C)=O, Cc1ncnn1-c1ccc(Nc2n[nH]c(C(CCCCCl)c3ccc(OC(F)(F)F)cc3)n2)cc1F, [I-], [Na+]. Yields the product Cc1ncnn1-c1ccc(Nc2nc3n(n2)CCCCC3c2ccc(OC(F)(F)F)cc2)cc1F. As a reaction SMILES: [CH3:39][C:40](=[O:41])[CH3:42].[Cl:1][CH2:2][CH2:3][CH2:4][CH2:5][CH:6]([c:7]1[cH:8][cH:9][c:10]([O:13][C:14]([F:15])([F:16])[F:17])[cH:11][cH:12]1)[c:18]1[n:19][c:20]([NH:23][c:24]2[cH:25][c:26]([F:36])[c:27](-[n:30]3[n:31][cH:32][n:33][c:34]3[CH3:35])[cH:28][cH:29]2)[n:21][nH:22]1.[I-:38].[Na+:37]>>[CH2:2]1[CH2:3][CH2:4][CH2:5][CH:6]([c:7]2[cH:8][cH:9][c:10]([O:13][C:14]([F:15])([F:16])[F:17])[cH:11][cH:12]2)[c:18]2[n:19][c:20]([NH:23][c:24]3[cH:25][c:26]([F:36])[c:27](-[n:30]4[n:31][cH:32][n:33][c:34]4[CH3:35])[cH:28][cH:29]3)[n:21][n:22]21.